Dataset: the Open Reaction Database (ORD), a public repository of structured organic reaction records. Task: describe an organic reaction: reactants, conditions, products, and yield The reactants are C([O-])([O-])=O.[K+].[K+] (potassium carbonate), Cl (hydrochloric acid), [N+](=O)([O-])C=1C=CC2=C(C(NS2)=O)C1 (5-nitro-1,2-benzisothiazol-3(2H)-one), BrCC#N (bromoacetonitrile). The solvent is CN(C=O)C (N,N-dimethylformamide), C(Cl)Cl (methylene chloride). Reaction conditions: time 30 minute. The product is [N+](=O)([O-])C=1C=CC2=C(C(=NS2)OCC#N)C1 ([(5-Nitro-1,2-benzisothiazol-3-yl)-oxy]acetonitrile). Isolated yield 71.5%. As a reaction SMILES: [N+:1]([C:4]1[CH:5]=[CH:6][C:7]2[S:11][NH:10][C:9](=[O:12])[C:8]=2[CH:13]=1)([O-:3])=[O:2].C(=O)([O-])[O-].[K+].[K+].Br[CH2:21][C:22]#[N:23].Cl>CN(C)C=O.C(Cl)Cl>[N+:1]([C:4]1[CH:5]=[CH:6][C:7]2[S:11][N:10]=[C:9]([O:12][CH2:21][C:22]#[N:23])[C:8]=2[CH:13]=1)([O-:3])=[O:2] |f:1.2.3|. Reported procedure: A mixture of 5-nitro-1,2-benzisothiazol-3(2H)-one (17.5 g, 89.2 mmol) in N,N-dimethylformamide is treated with potassium carbonate (18.5 g, 134 mmol), stirred at room temperature for 30 minutes, treated with bromoacetonitrile (16.0 g, 133 mmol), stirred at room temperature overnight, and poured onto ice. The resultant aqueous mixture is acidified to pH 3 with hydrochloric acid and extracted with ethyl acetate. The combined organic extracts are washed sequentially with water and brine, dried over...